This data is from the Open Reaction Database (ORD), a public repository of structured organic reaction records. The task is: describe an organic reaction: reactants, conditions, products, and yield Starting materials: C(C1=CC=CC=C1)NC=1C=C(C(=O)O)C=C(N1)Cl (2-(benzylamino)-6-chloroisonicotinic acid), CC1=CC=C(C=C1)B(O)O ((4-methylphenyl)boronic acid), C([O-])([O-])=O.[Cs+].[Cs+] (cesium carbonate). The reagents and catalysts are C1=CC=C(C=C1)[PH+](C2=CC=CC=C2)[C]3[CH][CH][CH][CH]3.C1=CC=C(C=C1)[PH+](C2=CC=CC=C2)[C]3[CH][CH][CH][CH]3.C(Cl)Cl.Cl[Pd]Cl.[Fe] (dichloro[1,1′-bis(diphenylphosphino)ferrocene]palladium(II) dichloromethane adduct). Run at temperature 120 celsius. Yield: 57.7%. Reported procedure: To a solution of 2-(benzylamino)-6-chloroisonicotinic acid (0.9 g, 3.43 mmol) in THF (8.57 mL) and water (8.57 mL) were added (4-methylphenyl)boronic acid (0.70 g, 5.14 mmol), dichloro[1,1′-bis(diphenylphosphino)ferrocene]palladium(II) dichloromethane adduct (0.14 g, 0.17 mmol) and cesium carbonate (3.35 g, 10.3 mmol). The mixture was purged with nitrogen and was heated to 120° C. in the microwave reactor for 7 min. The mixture was filtered with Celite and saturated aqueous sodium bicarbonate wa... The solvent is C1CCOC1 (THF), O (water). Yields the product C(C1=CC=CC=C1)NC=1C=C(C(=O)O)C=C(N1)C1=CC=C(C=C1)C (2-(benzylamino)-6-(4-methylphenyl)isonicotinic acid). As a reaction SMILES: [CH2:1]([NH:8][C:9]1[CH:10]=[C:11]([CH:15]=[C:16](Cl)[N:17]=1)[C:12]([OH:14])=[O:13])[C:2]1[CH:7]=[CH:6][CH:5]=[CH:4][CH:3]=1.[CH3:19][C:20]1[CH:25]=[CH:24][C:23](B(O)O)=[CH:22][CH:21]=1.C(=O)([O-])[O-].[Cs+].[Cs+]>C1COCC1.O.C1C=CC([PH+]([C]2[CH][CH][CH][CH]2)C2C=CC=CC=2)=CC=1.C1C=CC([PH+]([C]2[CH][CH][CH][CH]2)C2C=CC=CC=2)=CC=1.C(Cl)Cl.Cl[Pd]Cl.[Fe]>[CH2:1]([NH:8][C:9]1[CH:10]=[C:11]([CH:15]=[C:16]([C:23]2[CH:24]=[CH:25][C:20]([CH3:19])=[CH:21][CH:22]=2)[N:17]=1)[C:12]([OH:14])=[O:13])[C:2]1[CH:7]=[CH:6][CH:5]=[CH:4][CH:3]=1 |f:2.3.4,7.8.9.10.11,^1:45,46,47,48,49,63,64,65,66,67|. The reactants are O=C([O-])O, BrCc1ccc(OCc2ccccc2)cc1, CN(C)C=O, [K+], [K], CC(=O)Nc1ccc(C(=O)NS(=O)(=O)c2ccccc2)cc1N. The product is CC(=O)Nc1ccc(C(=O)NS(=O)(=O)c2ccccc2)cc1NCc1ccc(OCc2ccccc2)cc1. Reaction SMILES: [C:41](=[O:42])([OH:43])[O-:44].[CH2:25]([c:26]1[cH:27][cH:28][cH:29][cH:30][cH:31]1)[O:32][c:33]1[cH:34][cH:35][c:36]([CH2:37][Br:38])[cH:39][cH:40]1.[CH3:46][N:47]([CH3:48])[CH:49]=[O:50].[K+:45].[K:1].[c:2]1([S:8](=[O:9])(=[O:10])[NH:11][C:12]([c:13]2[cH:14][c:15]([NH2:23])[c:16]([NH:19][C:20]([CH3:21])=[O:22])[cH:17][cH:18]2)=[O:24])[cH:3][cH:4][cH:5][cH:6][cH:7]1>>[c:2]1([S:8](=[O:9])(=[O:10])[NH:11][C:12]([c:13]2[cH:14][c:15]([NH:23][CH2:37][c:36]3[cH:35][cH:34][c:33]([O:32][CH2:25][c:26]4[cH:27][cH:28][cH:29][cH:30][cH:31]4)[cH:40][cH:39]3)[c:16]([NH:19][C:20]([CH3:21])=[O:22])[cH:17][cH:18]2)=[O:24])[cH:3][cH:4][cH:5][cH:6][cH:7]1. Reactants: O=C(Cl)CCCBr, C1CCOC1, ClCCl, NCC1CCc2c([nH]c3c(C(N)=O)ccc(Br)c23)C1. Yields the product NC(=O)c1ccc(Br)c2c3c([nH]c12)CC(CNC(=O)CCCBr)CC3. As a reaction SMILES: [Br:20][CH2:21][CH2:22][CH2:23][C:24](=[O:25])[Cl:26].[CH2:27]1[O:28][CH2:29][CH2:30][CH2:31]1.[Cl:32][CH2:33][Cl:34].[NH2:1][CH2:2][CH:3]1[CH2:4][c:5]2[nH:6][c:7]3[c:8]([C:17](=[O:18])[NH2:19])[cH:9][cH:10][c:11]([Br:16])[c:12]3[c:13]2[CH2:14][CH2:15]1>>[NH:1]([CH2:2][CH:3]1[CH2:4][c:5]2[nH:6][c:7]3[c:8]([C:17](=[O:18])[NH2:19])[cH:9][cH:10][c:11]([Br:16])[c:12]3[c:13]2[CH2:14][CH2:15]1)[C:24]([CH2:23][CH2:22][CH2:21][Br:20])=[O:25]. The reactants are CC=1N(C=2C=CC=C(C2C1C1=CC=NC=C1)O)CCC (2-methyl-1-propyl-3-(4-pyridyl)-1H-indole-4-ol), C(C)OC(C(C)(C)Br)=O (2-bromo-2-methyl-propanoic acid ethylester). Product: C(C)OC(C(C)(OC1=C2C(=C(N(C2=CC=C1)CCC)C)C1=CC=NC=C1)C)=O (2-Methyl-2-[2-methyl-1-propyl-3-(4-pyridyl)-1H-indole-4-yloxy]propanoic acid ethylester). RXN SMILES: [CH3:1][C:2]1[N:3]([CH2:18][CH2:19][CH3:20])[C:4]2[CH:5]=[CH:6][CH:7]=[C:8]([OH:17])[C:9]=2[C:10]=1[C:11]1[CH:16]=[CH:15][N:14]=[CH:13][CH:12]=1.[CH2:21]([O:23][C:24](=[O:29])[C:25](Br)([CH3:27])[CH3:26])[CH3:22]>>[CH2:21]([O:23][C:24](=[O:29])[C:25]([CH3:27])([O:17][C:8]1[CH:7]=[CH:6][CH:5]=[C:4]2[C:9]=1[C:10]([C:11]1[CH:16]=[CH:15][N:14]=[CH:13][CH:12]=1)=[C:2]([CH3:1])[N:3]2[CH2:18][CH2:19][CH3:20])[CH3:26])[CH3:22]. Procedure details: The above compound was prepared from 2-methyl-1-propyl-3-(4-pyridyl)-1H-indole-4-ol and 2-bromo-2-methyl-propanoic acid ethylester using a procedure analogous to that of Example 10. The reactants are COCCC(=O)O, Cl, Cl, Cl, NC1CCC(CCN2CCN(c3nccc4c3CCO4)CC2)CC1. The product is COCCC(=O)NC1CCC(CCN2CCN(c3nccc4c3CCO4)CC2)CC1. As a reaction SMILES: [CH3:28][O:29][CH2:30][CH2:31][C:32](=[O:33])[OH:34].[ClH:1].[ClH:2].[ClH:3].[O:4]1[CH2:5][CH2:6][c:7]2[c:8]([N:13]3[CH2:14][CH2:15][N:16]([CH2:19][CH2:20][CH:21]4[CH2:22][CH2:23][CH:24]([NH2:27])[CH2:25][CH2:26]4)[CH2:17][CH2:18]3)[n:9][cH:10][cH:11][c:12]21>>[O:4]1[CH2:5][CH2:6][c:7]2[c:8]([N:13]3[CH2:14][CH2:15][N:16]([CH2:19][CH2:20][CH:21]4[CH2:22][CH2:23][CH:24]([NH:27][C:32]([CH2:31][CH2:30][O:29][CH3:28])=[O:33])[CH2:25][CH2:26]4)[CH2:17][CH2:18]3)[n:9][cH:10][cH:11][c:12]21. As a reaction SMILES: C(OC([N:8]([CH:18]1[CH2:23][CH2:22][NH:21][CH2:20][CH2:19]1)[C:9]1[C:14]([Cl:15])=[C:13]([CH2:16][CH3:17])[N:12]=[CH:11][N:10]=1)=O)(C)(C)C.C(=O)=O.FC(F)(F)C(O)=O>ClC(Cl)C>[Cl:15][C:14]1[C:9]([NH:8][CH:18]2[CH2:23][CH2:22][NH:21][CH2:20][CH2:19]2)=[N:10][CH:11]=[N:12][C:13]=1[CH2:16][CH3:17]. Procedure details: 20.7 g (0.61 mmol) of 4-(tert-butoxycarbonylpiperidin-4-ylamino)-5-chloro-6-ethylpyrimidine (Example A) were dissolved in 100 ml of dichloroethane and 148.0 g of trifluorocetic acid were added slowly. After the evolution of CO2 had ceased, stirring was continued for 2 more hours. After the solvent and the trifluoroacetic acid had been stripped off, the mixture was concentrated and the residue was taken up in dichloromethane/water. After the mixture had been rendered weakly alkaline by addition o... The reactants are FC(C(=O)O)(F)F (trifluoroacetic acid), C(C)(C)(C)OC(=O)N(C1=NC=NC(=C1Cl)CC)C1CCNCC1 (4-(tert-butoxycarbonylpiperidin-4-ylamino)-5-chloro-6-ethylpyrimidine), C(=O)=O (CO2), trifluorocetic acid. Run in ClC(C)Cl (dichloroethane). Product: ClC=1C(=NC=NC1CC)NC1CCNCC1 (5-chloro-6-ethyl-4-(piperidin-4-ylamino)pyrimidine).